From a dataset of the Open Reaction Database (ORD), a public repository of structured organic reaction records. describe an organic reaction: reactants, conditions, products, and yield Reactants: FC(C1=NN(C=2CCCCC12)C1=CC=C(C=C1)CN)(F)F (({4-[3-(trifluoromethyl)-4,5,6,7-tetrahydro-1H-indazol-1-yl]phenyl}methyl)amine), C1(CC1)S(=O)(=O)Cl (cyclopropanesulphonyl chloride). Yields the product FC(C1=NN(C=2CCCCC12)C1=CC=C(C=C1)CNS(=O)(=O)C1CC1)(F)F (N-({4-[3-(trifluoromethyl)-4,5,6,7-tetrahydro-1H-indazol-1-yl]phenyl}methyl)cyclopropanesulfonamide). RXN SMILES: [F:1][C:2]([F:21])([F:20])[C:3]1[C:11]2[CH2:10][CH2:9][CH2:8][CH2:7][C:6]=2[N:5]([C:12]2[CH:17]=[CH:16][C:15]([CH2:18][NH2:19])=[CH:14][CH:13]=2)[N:4]=1.[CH:22]1([S:25](Cl)(=[O:27])=[O:26])[CH2:24][CH2:23]1>>[F:21][C:2]([F:1])([F:20])[C:3]1[C:11]2[CH2:10][CH2:9][CH2:8][CH2:7][C:6]=2[N:5]([C:12]2[CH:17]=[CH:16][C:15]([CH2:18][NH:19][S:25]([CH:22]3[CH2:24][CH2:23]3)(=[O:27])=[O:26])=[CH:14][CH:13]=2)[N:4]=1. Reported procedure: The title compound was prepared from ({4-[3-(trifluoromethyl)-4,5,6,7-tetrahydro-1H-indazol-1-yl]phenyl}methyl)amine and cyclopropanesulphonyl chloride using a similar procedure to that described for Example 88. Reactants: CC(=O)OC(C)=O, COc1ccc(C2Nc3ccccc3-c3c([N+](=O)[O-])cnn32)cc1. Yields the product COc1ccc(C2N(C(C)=O)c3ccccc3-c3c([N+](=O)[O-])cnn32)cc1. As a reaction SMILES: [CH3:25][C:26](=[O:27])[O:28][C:29](=[O:30])[CH3:31].[N+:1](=[O:2])([O-:3])[c:4]1[cH:5][n:6][n:7]2[c:16]1-[c:15]1[c:10]([cH:11][cH:12][cH:13][cH:14]1)[NH:9][CH:8]2[c:17]1[cH:18][cH:19][c:20]([O:23][CH3:24])[cH:21][cH:22]1>>[N+:1](=[O:2])([O-:3])[c:4]1[cH:5][n:6][n:7]2[c:16]1-[c:15]1[c:10]([cH:11][cH:12][cH:13][cH:14]1)[N:9]([C:26]([CH3:25])=[O:27])[CH:8]2[c:17]1[cH:18][cH:19][c:20]([O:23][CH3:24])[cH:21][cH:22]1. Starting materials: COC1=C(C=O)C=CC=C1OC1=C(C=CC=C1)Cl (2-methoxy-3-(2-chlorophenoxy)benzaldehyde), [BH4-].[Na+] (sodium borohydride), resultant residue. Run in CO (methanol). Product: COC1=C(CO)C=CC=C1OC1=C(C=CC=C1)Cl (2-methoxy-3-(2-chlorophenoxy)benzyl alcohol). The yield is 55.6%. RXN SMILES: [CH3:1][O:2][C:3]1[C:10]([O:11][C:12]2[CH:17]=[CH:16][CH:15]=[CH:14][C:13]=2[Cl:18])=[CH:9][CH:8]=[CH:7][C:4]=1[CH:5]=[O:6].[BH4-].[Na+]>CO>[CH3:1][O:2][C:3]1[C:10]([O:11][C:12]2[CH:17]=[CH:16][CH:15]=[CH:14][C:13]=2[Cl:18])=[CH:9][CH:8]=[CH:7][C:4]=1[CH2:5][OH:6] |f:1.2|. Reported procedure: A solution of 2-methoxy-3-(2-chlorophenoxy)benzaldehyde (5.0 g) in methanol (50 ml) and sodium borohydride (720 mg) were treated in a similar manner to that of Example 3-(5). The resultant residue was subjected to column chromatography on silica gel (100 g) and eluted with a mixture of benzene and ethyl acetate (10:1) to give crystalline 2-methoxy-3-(2-chlorophenoxy)benzyl alcohol (2.8 g). The reactants are CCCOC1CN(C(=O)OCC)CCC1NC(=O)c1[nH]c(C)c(Cl)c1C#N, [K+], NN, [OH-], O, O, OCCO. The product is CCCOC1CNCCC1NC(=O)c1[nH]c(C)c(Cl)c1C#N. RXN SMILES: [Cl:1][c:2]1[c:3]([C:26]#[N:27])[c:4]([C:8](=[O:9])[NH:10][CH:11]2[CH:12]([O:22][CH2:23][CH2:24][CH3:25])[CH2:13][N:14]([C:17]([O:18][CH2:19][CH3:20])=[O:21])[CH2:15][CH2:16]2)[nH:5][c:6]1[CH3:7].[K+:29].[NH2:31][NH2:32].[OH-:28].[OH2:30].[OH2:33].[OH:34][CH2:35][CH2:36][OH:37]>>[Cl:1][c:2]1[c:3]([C:26]#[N:27])[c:4]([C:8](=[O:9])[NH:10][CH:11]2[CH:12]([O:22][CH2:23][CH2:24][CH3:25])[CH2:13][NH:14][CH2:15][CH2:16]2)[nH:5][c:6]1[CH3:7]. Starting materials: C([O-])([O-])=O.[K+].[K+] (potassium carbonate), CN(C1CCCNC2=C1C=CC=C2)C (5-dimethylamino-2,3,4,5-tetrahydro-1H-benzoazepine), ClC1=C(C=CC=C1)CC(=O)NC1=CC=C(C(=O)Cl)C=C1 (4-[2-(2-chloro-phenyl)acetylamino]benzoyl chloride). Run in CC(=O)C (acetone), O (water), O (water). Product: CN(C1CCCN(C2=C1C=CC=C2)C(C2=CC=C(C=C2)NC(CC2=C(C=CC=C2)Cl)=O)=O)C (5-dimethylamino-1-{4-[2-(2-chlorophenyl)acetylamino]benzoyl}-2,3,4,5-tetrahydro-1H-benzoazepine). Yield: 99.6%. Reaction SMILES: C(=O)([O-])[O-].[K+].[K+].[CH3:7][N:8]([CH3:20])[CH:9]1[C:15]2[CH:16]=[CH:17][CH:18]=[CH:19][C:14]=2[NH:13][CH2:12][CH2:11][CH2:10]1.[Cl:21][C:22]1[CH:27]=[CH:26][CH:25]=[CH:24][C:23]=1[CH2:28][C:29]([NH:31][C:32]1[CH:40]=[CH:39][C:35]([C:36](Cl)=[O:37])=[CH:34][CH:33]=1)=[O:30]>CC(C)=O.O>[CH3:7][N:8]([CH3:20])[CH:9]1[C:15]2[CH:16]=[CH:17][CH:18]=[CH:19][C:14]=2[N:13]([C:36](=[O:37])[C:35]2[CH:39]=[CH:40][C:32]([NH:31][C:29](=[O:30])[CH2:28][C:23]3[CH:24]=[CH:25][CH:26]=[CH:27][C:22]=3[Cl:21])=[CH:33][CH:34]=2)[CH2:12][CH2:11][CH2:10]1 |f:0.1.2|. Procedure details: 38.8 g of potassium carbonate was added to a solution of 50 g of 5-dimethylamino-2,3,4,5-tetrahydro-1H-benzoazepine dissolved in 400 ml of acetone and 200 ml of water. To the mixture was added 66.5 g of 4-[2-(2-chloro-phenyl)acetylamino]benzoyl chloride with ice-cooling and stirring. The mixture was stirred overnight at room temperature. The reaction mixture was mixed with water, followed by extraction with dichloromethane. The dichloromethane layer was dried over magnesium sulfate and then subj... Starting materials: C12(CC3CC(CC(C1)C3)C2)C=2C=C(C=CC2C(=O)O)C=2C=C3C=CC(=CC3=CC2)C(=O)OC (Methyl 6-[3-(1-adamantyl)-4-carboxyphenyl]-2-naphthoate). Solvent: C1CCOC1 (THF), C1CCOC1 (THF). Product: C12(CC3CC(CC(C1)C3)C2)C=2C=C(C=CC2CO)C=2C=C3C=CC(=CC3=CC2)C(=O)OC (Methyl 6-[3-(1-adamantyl)-4-hydroxymethylphenyl]-2-naphthoate). RXN SMILES: [C:1]12([C:11]3[CH:12]=[C:13]([C:20]4[CH:21]=[C:22]5[C:27](=[CH:28][CH:29]=4)[CH:26]=[C:25]([C:30]([O:32][CH3:33])=[O:31])[CH:24]=[CH:23]5)[CH:14]=[CH:15][C:16]=3[C:17](O)=[O:18])[CH2:10][CH:5]3[CH2:6][CH:7]([CH2:9][CH:3]([CH2:4]3)[CH2:2]1)[CH2:8]2>C1COCC1>[C:1]12([C:11]3[CH:12]=[C:13]([C:20]4[CH:21]=[C:22]5[C:27](=[CH:28][CH:29]=4)[CH:26]=[C:25]([C:30]([O:32][CH3:33])=[O:31])[CH:24]=[CH:23]5)[CH:14]=[CH:15][C:16]=3[CH2:17][OH:18])[CH2:2][CH:3]3[CH2:4][CH:5]([CH2:6][CH:7]([CH2:9]3)[CH2:8]1)[CH2:10]2. Procedure details: 6.2 g (0.014 mol) of the acid obtained in Example 10 are dissolved in 30 ml of THF and treated with 49 ml of BH3 (1M) in THF. The reaction medium is refluxed for 12 h, it is then evaporated, taken up in 900 ml of water and treated with 35 ml of 1N HCl. It is extracted with 800 ml of ethyl acetate, and the organic phase is washed with water and evaporated. The residue is chromatographed on silica in dichloromethane to give 4.45 g (75%) of the expected derivative which melts at 212° C. Yields the product NS(=O)(=O)C1=CC=C(C(=O)OC)C=C1 (methyl [4-(aminosulfonyl)]benzoate). RXN SMILES: [NH2:1][S:2]([C:5]1[CH:13]=[CH:12][C:8]([C:9]([OH:11])=[O:10])=[CH:7][CH:6]=1)(=[O:4])=[O:3].[CH3:14]O>OS(O)(=O)=O>[NH2:1][S:2]([C:5]1[CH:6]=[CH:7][C:8]([C:9]([O:11][CH3:14])=[O:10])=[CH:12][CH:13]=1)(=[O:3])=[O:4]. The solvent is OS(=O)(=O)O (H2SO4). Procedure details: To a solution of 4-(aminosulfonyl)benzoic acid (16 g, 79.6 mmol) (Step 1) in methanol (600 ml), conc. H2SO4 (1.2 ml) was added and the mixture was heated at reflux for 4 days. The solvent was removed and washed with ether. The white solid (16.5 g, 96%) was used in the next reaction without further purification. The reactants are NS(=O)(=O)C1=CC=C(C(=O)O)C=C1 (4-(aminosulfonyl)benzoic acid), CO (methanol). The reactants are ClC1=C(C(CN2C=NC=C2)OC(=O)CCCCCCCCCCC)C=CC(=C1)Cl (1-[2,4-dichloro-β-(n-undecylcarbonyloxy)phenethyl]imidazole), [N+](=O)([O-])[O-] (nitrate). The product is ClC1=C(C(CN2C=NC=C2)OC(=O)CCCCCCCCC)C=CC(=C1)Cl (1-[2,4-dichloro-β-(n-nonylcarbonyloxy)phenethyl]imidazole). Reaction SMILES: [Cl:1][C:2]1[CH:28]=[C:27]([Cl:29])[CH:26]=[CH:25][C:3]=1[CH:4]([O:11][C:12]([CH2:14][CH2:15][CH2:16][CH2:17][CH2:18][CH2:19][CH2:20][CH2:21][CH2:22]CC)=[O:13])[CH2:5][N:6]1[CH:10]=[CH:9][N:8]=[CH:7]1.[N+]([O-])([O-])=O>>[Cl:1][C:2]1[CH:28]=[C:27]([Cl:29])[CH:26]=[CH:25][C:3]=1[CH:4]([O:11][C:12]([CH2:14][CH2:15][CH2:16][CH2:17][CH2:18][CH2:19][CH2:20][CH2:21][CH3:22])=[O:13])[CH2:5][N:6]1[CH:10]=[CH:9][N:8]=[CH:7]1. Reported procedure: 1-[2,4-dichloro-β-(n-undecylcarbonyloxy)phenethyl]imidazole, as nitrate mp 84.5°-86.5° C.,